From a dataset of the Open Reaction Database (ORD), a public repository of structured organic reaction records. describe an organic reaction: reactants, conditions, products, and yield Yields the product C=CC(=C)C(NCCCCCC(=O)n1ccc2c3c(ccc21)NC(C(=O)O)C3)(c1ccccc1)c1ccc(OC)cc1. The reactants are C1CCOC1, C=CC(=C)C(NCCCCCC(=O)n1ccc2c3c(ccc21)NC(C(=O)OC)C3)(c1ccccc1)c1ccc(OC)cc1, CO, [Li+], [OH-], O=C(O)CC(O)(CC(=O)O)C(=O)O. RXN SMILES: [CH2:44]1[O:45][CH2:46][CH2:47][CH2:48]1.[CH3:1][O:2][c:3]1[cH:4][cH:5][c:6]([C:9]([C:10]([CH:11]=[CH2:12])=[CH2:13])([c:14]2[cH:15][cH:16][cH:17][cH:18][cH:19]2)[NH:20][CH2:21][CH2:22][CH2:23][CH2:24][CH2:25][C:26](=[O:27])[n:28]2[cH:29][cH:30][c:31]3[c:32]4[c:36]([cH:37][cH:38][c:39]23)[NH:35][CH:34]([C:40](=[O:41])[O:42][CH3:43])[CH2:33]4)[cH:7][cH:8]1.[CH3:64][OH:65].[Li+:50].[OH-:49].[OH:51][C:52]([CH2:53][C:54]([C:55](=[O:56])[OH:57])([CH2:58][C:59](=[O:60])[OH:61])[OH:62])=[O:63]>>[CH3:1][O:2][c:3]1[cH:4][cH:5][c:6]([C:9]([C:10]([CH:11]=[CH2:12])=[CH2:13])([c:14]2[cH:15][cH:16][cH:17][cH:18][cH:19]2)[NH:20][CH2:21][CH2:22][CH2:23][CH2:24][CH2:25][C:26](=[O:27])[n:28]2[cH:29][cH:30][c:31]3[c:32]4[c:36]([cH:37][cH:38][c:39]23)[NH:35][CH:34]([C:40](=[O:41])[OH:42])[CH2:33]4)[cH:7][cH:8]1. Starting materials: [NH4+].[Cl-] (NH4Cl), ClC=1C=C(C#N)C=CC1F (3-chloro-4-fluorobenzonitrile), FC(C(C)O)(F)F (1,1,1-trifluoro-2-propanol), [H-].[Na+] (NaH). The solvent is C1CCOC1 (THF), CCOC(=O)C (EtOAc). Reaction conditions: time 2 hour. Product: ClC=1C=C(C#N)C=CC1OC(C(F)(F)F)C (3-chloro-4-(2,2,2-trifluoro-1-methylethoxy)benzonitrile). Isolated yield 90.4%. As a reaction SMILES: [Cl:1][C:2]1[CH:3]=[C:4]([CH:7]=[CH:8][C:9]=1F)[C:5]#[N:6].[F:11][C:12]([F:17])([F:16])[CH:13]([OH:15])[CH3:14].[H-].[Na+].[NH4+].[Cl-]>C1COCC1.CCOC(C)=O>[Cl:1][C:2]1[CH:3]=[C:4]([CH:7]=[CH:8][C:9]=1[O:15][CH:13]([CH3:14])[C:12]([F:17])([F:16])[F:11])[C:5]#[N:6] |f:2.3,4.5|. Procedure details: To a solution of 3-chloro-4-fluorobenzonitrile (300 mg) and 1,1,1-trifluoro-2-propanol (263 mg) in THF (15 ml) was added 60% NaH (92.5 mg) at 5° C., followed by stirring at room temperature for 2 hours, addition of a saturated NH4Cl solution to complete the reaction, and extraction with EtOAc. The obtained organic layer was dried over anhydrous MgSO4, and concentrated. The residue was purified by silica gel chromatography (n-hexane:EtOAc=97:3 to 85:15) to obtain 3-chloro-4-(2,2,2-trifluoro-1-met... The reactants are [OH-].[Li+] (lithium hydroxide), C(C)(=O)OC=1C=C2C=NN(C2=CC1C)C(C)=O (1-acetyl-6-methyl-1H-indazol-5-yl acetate), O (water), S(=O)(=O)(O)[O-].[K+] (potassium hydrogensulfate). Solvent: CO (methanol), O1CCCC1 (tetrahydrofuran). Run at time 1 hour. Product: CC1=C(C=C2C=NNC2=C1)O (6-methyl-1H-indazol-5-ol). Isolated yield 92.0%. RXN SMILES: [OH-].[Li+].C([O:6][C:7]1[CH:8]=[C:9]2[C:13](=[CH:14][C:15]=1[CH3:16])[N:12](C(=O)C)[N:11]=[CH:10]2)(=O)C.S([O-])(O)(=O)=O.[K+].O>CO.O1CCCC1>[CH3:16][C:15]1[CH:14]=[C:13]2[C:9]([CH:10]=[N:11][NH:12]2)=[CH:8][C:7]=1[OH:6] |f:0.1,3.4|. Procedure: A 2M-aqueous lithium hydroxide solution (1.46 ml, 2.93 mmol) was added dropwise to a solution of 1-acetyl-6-methyl-1H-indazol-5-yl acetate (340 mg, 1.46 mmol) in a mixture of methanol (2.0 ml) and tetrahydrofuran (1.0 ml) at room temperature. After 1 hour, the reaction mixture was adjusted to pH 4 with a 0.5M-aqueous potassium hydrogensulfate solution. The resulting solution was poured into water (50 ml) and extracted with ethyl acetate (30 ml×3), and the extract solution was dried over anhydrou... The reactants are C1(N(C=CN1c1c(cccc1C(C)C)C(C)C)c1c(cccc1C(C)C)C(C)C)(F)F, C1[C@H]([C@H]2[C@@H]([C@@]1(COC(=O)C)O)OC(O2)(C)C)N1C(c2c(C1=O)cccc2)=O. The reagents and catalysts are c1ccc(cc1)-c2c3ccccc3cc4ccccc24 (9-Phenylanthracene). Solvent: C1CCOC1 (THF). Run at temperature 25 celsius, time 18 hour. Product: CC(=O)OC[C@@]1(F)C[C@H]([C@@H]2OC(C)(C)O[C@H]12)N3C(=O)c4ccccc4C3=O. As a reaction SMILES: [CH3:1][C:2]([O:4][CH2:5][C@:6]1([C@H:15]([C@@H:9]2[C@H:8]([N:16]3[C:25](=[O:26])[c:24]([c:19]4[C:17]3=[O:18])[cH:23][cH:22][cH:21][cH:20]4)[CH2:7]1)[O:14][C:11]([CH3:13])([CH3:12])[O:10]2)O)=[O:3].CC(c1c(N2C(F)([F:27])N(c3c(C(C)C)cccc3C(C)C)C=C2)c(C(C)C)ccc1)C>>[CH3:1][C:2]([O:4][CH2:5][C@@:6]1([C@H:15]([C@@H:9]2[C@H:8]([N:16]3[C:25](=[O:26])[c:24]([c:19]4[C:17]3=[O:18])[cH:23][cH:22][cH:21][cH:20]4)[CH2:7]1)[O:14][C:11]([CH3:13])([CH3:12])[O:10]2)[F:27])=[O:3]. Reactants: FC(C1=C(CS(=O)(=O)NC(=S)NC2=NC(=CC(=N2)OC)OC)C=CC=C1)(F)F (N-(2-trifluoromethylbenzyl) sulfonyl-N'-(4,6-dimethoxy-2-pyrimidinyl)thiourea), BrBr (bromine). The solvent is CO (methanol), CO (methanol). Conditions: time 2 hour. The product is COC1=NC=2N(C(=C1)OC)SC(N2)=NS(=O)(=O)CC2=C(C=CC=C2)C(F)(F)F (5,7-dimethoxy-2-[(2-trifluoromethylbenzyl)sulfonyl]imino-2H-[1,2,4]-thiadiazolo[2,3-a]pyrimidine). The yield is 80.4%. Reaction SMILES: [F:1][C:2]([F:28])([F:27])[C:3]1[CH:26]=[CH:25][CH:24]=[CH:23][C:4]=1[CH2:5][S:6]([NH:9][C:10]([NH:12][C:13]1[N:18]=[C:17]([O:19][CH3:20])[CH:16]=[C:15]([O:21][CH3:22])[N:14]=1)=[S:11])(=[O:8])=[O:7].BrBr>CO>[CH3:20][O:19][C:17]1[CH:16]=[C:15]([O:21][CH3:22])[N:14]2[S:11][C:10](=[N:9][S:6]([CH2:5][C:4]3[CH:23]=[CH:24][CH:25]=[CH:26][C:3]=3[C:2]([F:27])([F:1])[F:28])(=[O:7])=[O:8])[N:12]=[C:13]2[N:18]=1. Procedure details: A suspension of 1.0 g of N-(2-trifluoromethylbenzyl) sulfonyl-N'-(4,6-dimethoxy-2-pyrimidinyl)thiourea in 20 ml of methanol is cooled at -10°~-5° C., and a solution of 0.12 ml of bromine in 1 ml of methanol is dropwise added to the solution. The temperature of the mixture is gradually raised to room temperature and the mixture is stirred for 2 hours. The crystals are collected by filtration, washed with methanol, dried and recrystallized from acetonitrile to give 0.8 g of the title compound as w...